Task: describe an organic reaction: reactants, conditions, products, and yield. Dataset: the Open Reaction Database (ORD), a public repository of structured organic reaction records The reactants are COc1ccc(-c2nc(Sc3ccccn3)[nH]c2-c2ccc(OC)cc2)cc1, ClCCl, O=C(OO)c1cccc(Cl)c1. Product: COc1ccc(-c2nc(S(=O)c3ccccn3)[nH]c2-c2ccc(OC)cc2)cc1. As a reaction SMILES: [CH3:12][O:13][c:14]1[cH:15][cH:16][c:17](-[c:20]2[n:21][c:22]([S:33][c:34]3[n:35][cH:36][cH:37][cH:38][cH:39]3)[nH:23][c:24]2-[c:25]2[cH:26][cH:27][c:28]([O:31][CH3:32])[cH:29][cH:30]2)[cH:18][cH:19]1.[Cl:40][CH2:41][Cl:42].[OH:1][O:2][C:3]([c:4]1[cH:5][c:6]([Cl:7])[cH:8][cH:9][cH:10]1)=[O:11]>>[O:1]=[S:33]([c:22]1[nH:21][c:20](-[c:17]2[cH:16][cH:15][c:14]([O:13][CH3:12])[cH:19][cH:18]2)[c:24](-[c:25]2[cH:26][cH:27][c:28]([O:31][CH3:32])[cH:29][cH:30]2)[n:23]1)[c:34]1[n:35][cH:36][cH:37][cH:38][cH:39]1. The reactants are crude residue, O.[OH-].[Li+] (lithium hydroxide monohydrate), NC1=NC=C(C=N1)C1=CC=C(C=N1)C1(CCC1)C1=NOC(=N1)C=1C=NN(C1)CC(C(=O)O)(C)C (3-[4-(3-{1-[6-(2-amino-pyrimidin-5-yl)-pyridin-3-yl]-cyclobutyl}-[1,2,4]oxadiazol-5-yl)-pyrazol-1-yl]-2,2-dimethyl-propionic acid), C(=O)(C(F)(F)F)OC(=O)C(F)(F)F (TFAA), N1=CC=CC=C1 (pyridine). Solvent: CO (methanol), O (water), C1CCOC1 (THF), C(=O)(O)[O-].[Na+] (NaHCO3), C(C)(=O)OCC (ethyl acetate), C(Cl)Cl (CH2Cl2), C(Cl)Cl (CH2Cl2). Run at temperature 0 celsius, time 1 hour. Yields the product NC1=NC=C(C=N1)C1=CC=C(C=N1)C1(CCC1)C1=NOC(=N1)C=1C=NN(C1)CC(C#N)(C)C (3-[4-(3-{1-[6-(2-amino-pyrimidin-5-yl)-pyridin-3-yl]-cyclobutyl}-[1,2,4]oxadiazol-5-yl)-pyrazol-1-yl]-2,2-dimethyl-propionitrile). The yield is 26.1%. Reaction SMILES: C(OC(C(F)(F)F)=O)(C(F)(F)F)=O.[N:14]1C=CC=CC=1.[NH2:20][C:21]1[N:26]=[CH:25][C:24]([C:27]2[N:32]=[CH:31][C:30]([C:33]3([C:37]4[N:41]=[C:40]([C:42]5[CH:43]=[N:44][N:45]([CH2:47][C:48]([CH3:53])([CH3:52])[C:49](O)=O)[CH:46]=5)[O:39][N:38]=4)[CH2:36][CH2:35][CH2:34]3)=[CH:29][CH:28]=2)=[CH:23][N:22]=1.O.[OH-].[Li+]>C(Cl)Cl.C([O-])(O)=O.[Na+].C(OCC)(=O)C.CO.O.C1COCC1>[NH2:20][C:21]1[N:22]=[CH:23][C:24]([C:27]2[N:32]=[CH:31][C:30]([C:33]3([C:37]4[N:41]=[C:40]([C:42]5[CH:43]=[N:44][N:45]([CH2:47][C:48]([CH3:53])([CH3:52])[C:49]#[N:14])[CH:46]=5)[O:39][N:38]=4)[CH2:36][CH2:35][CH2:34]3)=[CH:29][CH:28]=2)=[CH:25][N:26]=1 |f:3.4.5,7.8|. Procedure details: TFAA (73 μL, 0.522 mmol) is treated with CH2Cl2 (1.0 mL) and pyridine (42.2 μL, 0.522 mmol) and cooled to 0° C. To this mixture is added a solution of Example 147 (48.0 mg, 0.104 mmol) in CH2Cl2 (0.5 mL) and the resulting mixture is warmed to room temperature and stirred for 1 hour. The reaction is then quenched by the addition of saturated NaHCO3 and stirred for 30 minutes. The mixture is diluted with CH2Cl2 and water and the layers separated. The aqueous layer is extracted again with CH2Cl2 an... The reactants are CC[SiH](CC)CC, CCOC(C)=O, CCc1nc(-c2cc3c(cc2OS(=O)(=O)C(F)(F)F)CCCC3)c(CC)nc1NC(CC)CC, CN(C)C=O, O, c1ccc(PCCCPc2ccccc2)cc1. Yields the product CCc1nc(-c2ccc3c(c2)CCCC3)c(CC)nc1NC(CC)CC. Reaction SMILES: [CH2:57]([SiH:58]([CH2:59][CH3:60])[CH2:61][CH3:62])[CH3:63].[CH3:64][CH2:65][O:66][C:67](=[O:68])[CH3:69].[F:1][C:2]([F:3])([F:4])[S:5]([O:6][c:7]1[cH:8][c:9]2[c:14]([cH:15][c:16]1-[c:17]1[n:18][c:19]([CH2:31][CH3:32])[c:20]([NH:25][CH:26]([CH2:27][CH3:28])[CH2:29][CH3:30])[n:21][c:22]1[CH2:23][CH3:24])[CH2:13][CH2:12][CH2:11][CH2:10]2)(=[O:33])=[O:34].[O:52]=[CH:53][N:54]([CH3:55])[CH3:56].[OH2:70].[c:35]1([PH:36][CH2:37][CH2:38][CH2:39][PH:40][c:41]2[cH:42][cH:43][cH:44][cH:45][cH:46]2)[cH:47][cH:48][cH:49][cH:50][cH:51]1>>[cH:7]1[cH:8][c:9]2[c:14]([cH:15][c:16]1-[c:17]1[n:18][c:19]([CH2:31][CH3:32])[c:20]([NH:25][CH:26]([CH2:27][CH3:28])[CH2:29][CH3:30])[n:21][c:22]1[CH2:23][CH3:24])[CH2:13][CH2:12][CH2:11][CH2:10]2. Reactants: C(C)N1N=CN=C1COC=1N=C2N(C(=NN=C2C2=CC=CC=C2)C)C1 (2-(2-ethyl-2H-[1,2,4]triazol-3-ylmethoxy)-5-methyl-8-phenylimidazo[1,2-d][1,2,4]triazine), BrBr (bromine). Solvent: C(Cl)(Cl)(Cl)Cl (carbon tetrachloride), C(Cl)(Cl)Cl (chloroform). Run at time 1 hour. Product: BrC1=C(N=C2N1C(=NN=C2C2=CC=CC=C2)C)OCC=2N(N=CN2)CC (3-Bromo-2-(2-ethyl-2H-[1,2,4]triazol-3-ylmethoxy)-5-methyl-8-phenyl-imidazo[1,2-d][1,2,4]triazine). The yield is 63.3%. RXN SMILES: [CH2:1]([N:3]1[C:7]([CH2:8][O:9][C:10]2[N:11]=[C:12]3[C:17]([C:18]4[CH:23]=[CH:22][CH:21]=[CH:20][CH:19]=4)=[N:16][N:15]=[C:14]([CH3:24])[N:13]3[CH:25]=2)=[N:6][CH:5]=[N:4]1)[CH3:2].[Br:26]Br>C(Cl)(Cl)(Cl)Cl.C(Cl)(Cl)Cl>[Br:26][C:25]1[N:13]2[C:14]([CH3:24])=[N:15][N:16]=[C:17]([C:18]3[CH:19]=[CH:20][CH:21]=[CH:22][CH:23]=3)[C:12]2=[N:11][C:10]=1[O:9][CH2:8][C:7]1[N:3]([CH2:1][CH3:2])[N:4]=[CH:5][N:6]=1. Procedure details: To a solution of 2-(2-ethyl-2H-[1,2,4]triazol-3-ylmethoxy)-5-methyl-8-phenylimidazo[1,2-d][1,2,4]triazine (205 mg, 0.61 mmol) in a mixture of carbon tetrachloride (100 ml) and chloroform (50 ml) was added bromine (34.2 μl, 0.67 mmol) dropwise. The mixture was stirred for 1 h, the solvent removed in vacuo and the residue recrystallised from a mixture of diethyl ether and methanol to give the title compound (160 mg). δH (400 MHz; d6-DMSO) 1.35 (3H, t, J 7.2), 3.15 (3H, d, J 6.6), 4.31 (2H, q, J 7.... Reactants: C(CCCCCC#CCCCC)O (7-dodecyn-1-ol), C(C)O[SiH](OCC)OCC (triethoxysilane). The reagents and catalysts are O.O.O.[Rh](Cl)(Cl)Cl (rhodium(III) chloride trihydrate), O.[N+](=O)([O-])[O-].[Cu+2].O.O.O.O.[N+](=O)([O-])[O-].[Cu+2].[N+](=O)([O-])[O-].[N+](=O)([O-])[O-] (copper(II) nitrate hemipentahydrate). Run in C1CCOC1 (THF), O (water). Conditions: time 5 minute. The product is C(CCCCC\C=C/CCCC)O (Z-7-Dodecen-1-ol). Isolated yield 96.0%. Reaction SMILES: [CH2:1]([OH:13])[CH2:2][CH2:3][CH2:4][CH2:5][CH2:6][C:7]#[C:8][CH2:9][CH2:10][CH2:11][CH3:12].C(O[SiH](OCC)OCC)C>C1COCC1.O.O.O.O.[Rh](Cl)(Cl)Cl.O.[N+]([O-])([O-])=O.[Cu+2].O.O.O.O.[N+]([O-])([O-])=O.[Cu+2].[N+]([O-])([O-])=O.[N+]([O-])([O-])=O>[CH2:1]([OH:13])[CH2:2][CH2:3][CH2:4][CH2:5][CH2:6]/[CH:7]=[CH:8]\[CH2:9][CH2:10][CH2:11][CH3:12] |f:4.5.6.7,8.9.10.11.12.13.14.15.16.17.18|. Procedure details: To a solution of rhodium(III) chloride trihydrate (1.3 mg, 0.005 mmol), copper(II) nitrate hemipentahydrate (5.8 mg, 0.025 mmol) in THF (2.5 mL) and water (0.5 mL) was added 7-dodecyn-1-ol (91 mg, 0.50 mmol). The solution was stirred for 5 minutes and then triethoxysilane (0.21 g, 0.23 mL, 1.25 mmol) was added. The solution was stirred at room temperature for 8 hours. The volatiles were removed in vacuo and a solution of hexane (5 mL) and ether (1 mL) was added. The solution was dried over magne... Run in C=1(C(=CC=CC1)CCO)C (toluene-ethanol). The yield is 64.9%. RXN SMILES: Br[C:2]1[C:14]2[C:13]3[C:8](=[CH:9][C:10]([C:15]([N:17]4[CH2:22][CH2:21][N:20]([CH3:23])[CH2:19][CH2:18]4)=[O:16])=[CH:11][CH:12]=3)[NH:7][C:6]=2[C:5]([C:24]([NH2:26])=[O:25])=[CH:4][CH:3]=1.C(=O)([O-])[O-].[Na+].[Na+].[CH3:33][C:34]1[C:40](B2OC(C)(C)C(C)(C)O2)=[CH:39][CH:38]=[CH:37][C:35]=1[NH2:36]>C1(C)C(CCO)=CC=CC=1>[NH2:36][C:35]1[C:34]([CH3:33])=[C:40]([C:2]2[C:14]3[C:13]4[C:8](=[CH:9][C:10]([C:15]([N:17]5[CH2:22][CH2:21][N:20]([CH3:23])[CH2:19][CH2:18]5)=[O:16])=[CH:11][CH:12]=4)[NH:7][C:6]=3[C:5]([C:24]([NH2:26])=[O:25])=[CH:4][CH:3]=2)[CH:39]=[CH:38][CH:37]=1 |f:1.2.3|. The product is NC=1C(=C(C=CC1)C1=CC=C(C=2NC3=CC(=CC=C3C12)C(=O)N1CCN(CC1)C)C(=O)N)C (4-(3-amino-2-methylphenyl)-7-(4-methylpiperazine-1-carbonyl)-9H-carbazole-1-carboxamide). The reactants are BrC1=CC=C(C=2NC3=CC(=CC=C3C12)C(=O)N1CCN(CC1)C)C(=O)N (4-bromo-7-(4-methylpiperazine-1-carbonyl)-9H-carbazole-1-carboxamide), tetrakis-(triphenylphosphine)palladium, C([O-])([O-])=O.[Na+].[Na+] (sodium carbonate), CC1=C(N)C=CC=C1B1OC(C(O1)(C)C)(C)C (2-methyl-3-(4,4,5,5-tetramethyl-1,3,2-dioxaborolan-2-yl)aniline), CC1=C(N)C=CC=C1B1OC(C(O1)(C)C)(C)C (2-methyl-3-(4,4,5,5-tetramethyl-1,3,2-dioxaborolan-2-yl)aniline). Reported procedure: A suspension of 4-bromo-7-(4-methylpiperazine-1-carbonyl)-9H-carbazole-1-carboxamide (Example 1-1, 300 mg, 0.722 mmol), tetrakis-(triphenylphosphine)palladium (33.4 mg, 0.029 mmol), 2 M aqueous sodium carbonate (0.9 mL, 1.806 mmol), and 2-methyl-3-(4,4,5,5-tetramethyl-1,3,2-dioxaborolan-2-yl)aniline (Intermediate 50-1, 253 mg, 1.084 mmol) in toluene-ethanol (4:1, 15 mL) was purged with nitrogen for 5 min and then heated at reflux for 7.5 h. The mixture was concentrated and the residue was partit...